Dataset: the Open Reaction Database (ORD), a public repository of structured organic reaction records. Task: describe an organic reaction: reactants, conditions, products, and yield As a reaction SMILES: [N:1]([N:3](C)[C:4](N)=O)=O.[OH-].[K+].[CH3:10][O:11][C:12]([O:14][C@@H:15]1[C@@:36]2([CH3:37])[C:19](=[CH:20][CH:21]=[C:22]3[C@@H:35]2[CH2:34][CH2:33][C@@:32]2([CH3:38])[C@H:23]3[CH2:24][CH2:25][C@@H:26]2[CH:27]([C:29]([OH:31])=[O:30])[CH3:28])[CH2:18][C@@H:17]([O:39][C:40]([O:42][CH3:43])=[O:41])[CH2:16]1)=[O:13].[N+](=[CH2:46])=[N-]>C(OCC)C.C(O)(=O)C>[N+:3](=[CH2:4])=[N-:1].[CH3:10][O:11][C:12]([O:14][C@@H:15]1[C@@:36]2([CH3:37])[C:19](=[CH:20][CH:21]=[C:22]3[C@@H:35]2[CH2:34][CH2:33][C@@:32]2([CH3:38])[C@H:23]3[CH2:24][CH2:25][C@@H:26]2[CH:27]([C:29]([O:31][CH3:46])=[O:30])[CH3:28])[CH2:18][C@@H:17]([O:39][C:40]([O:42][CH3:43])=[O:41])[CH2:16]1)=[O:13] |f:1.2|. The product is [N+](=[N-])=C (diazomethane), COC(=O)O[C@H]1C[C@@H](CC2=CC=C3[C@@H]4CC[C@H](C(C)C(=O)OC)[C@]4(CC[C@@H]3[C@@]12C)C)OC(=O)OC (methyl 1α,3β-bis(methoxycarbonyloxy)pregna-5,7-diene-20-carboxylate). Run in C(C)OCC (diethyl ether), C(C)(=O)O (acetic acid), C(C)OCC (diethyl ether), C(C)OCC (diethyl ether). Reported procedure: A solution of diazomethane in diethyl ether was prepared by adding N-nitroso-N-methylurea to a mixture of 50% aqueous potassium hydroxide solution and diethyl ether in accordance with the method described in Organic Syntheses Collective Volume 2, p. 165 (1943) and this solution was added to a solution of 85 mg of 1α,3β-bis(methoxycarbonyloxy)pregna-5,7-diene-20-carboxylic acid (prepared in Example 6 above) in 5 ml of diethyl ether until the yellow color of diazomethane would be persistent. After... Reactants: [N+](=[N-])=C (diazomethane), COC(=O)O[C@H]1C[C@@H](CC2=CC=C3[C@@H]4CC[C@H](C(C)C(=O)O)[C@]4(CC[C@@H]3[C@@]12C)C)OC(=O)OC (1α,3β-bis(methoxycarbonyloxy)pregna-5,7-diene-20-carboxylic acid), [N+](=[N-])=C (diazomethane), [OH-].[K+] (potassium hydroxide), N(=O)N(C(=O)N)C (N-nitroso-N-methylurea). Reactants: CC(C)(C)OC(=O)N1CC(CC(=O)O)C(CC(=O)O)C1, CC(=O)[O-], CC(=O)OC(C)=O, [Na+]. Product: CC(C)(C)OC(=O)N1CC2CC(=O)CC2C1. Reaction SMILES: [C:1]([OH:3])([CH2:4][CH:5]1[CH2:6][N:7]([C:14](=[O:15])[O:16][C:17]([CH3:18])([CH3:19])[CH3:20])[CH2:8][CH:9]1[CH2:10][C:11](=[O:2])[OH:13])=[O:12].[CH3:22][C:23](=[O:24])[O-:25].[CH3:26][C:27]([O:28][C:29](=[O:30])[CH3:31])=[O:32].[Na+:21]>>[CH2:4]1[CH:5]2[CH2:6][N:7]([C:14](=[O:15])[O:16][C:17]([CH3:18])([CH3:19])[CH3:20])[CH2:8][CH:9]2[CH2:10][C:11]1=[O:13]. Starting materials: CS(=O)(=O)c1ccc(-c2nccs2)c(C(=O)O)c1, N#Cc1ccc(N2CCNCC2)c(F)c1. The product is CS(=O)(=O)c1ccc(-c2nccs2)c(C(=O)N2CCN(c3ccc(C#N)cc3F)CC2)c1. Reaction SMILES: [CH3:16][S:17](=[O:18])(=[O:19])[c:20]1[cH:21][cH:22][c:23](-[c:29]2[s:30][cH:31][cH:32][n:33]2)[c:24]([C:25](=[O:26])[OH:27])[cH:28]1.[F:1][c:2]1[cH:3][c:4]([C:5]#[N:6])[cH:7][cH:8][c:9]1[N:10]1[CH2:11][CH2:12][NH:13][CH2:14][CH2:15]1>>[F:1][c:2]1[cH:3][c:4]([C:5]#[N:6])[cH:7][cH:8][c:9]1[N:10]1[CH2:11][CH2:12][N:13]([C:25]([c:24]2[c:23](-[c:29]3[s:30][cH:31][cH:32][n:33]3)[cH:22][cH:21][c:20]([S:17]([CH3:16])(=[O:18])=[O:19])[cH:28]2)=[O:26])[CH2:14][CH2:15]1. The reactants are CI, CN(C)C=O, [H-], [Na+], S=C1CSc2ccccc2N1. The product is CSC1=Nc2ccccc2SC1. As a reaction SMILES: [CH3:14][I:15].[CH3:16][N:17]([CH3:18])[CH:19]=[O:20].[H-:1].[Na+:2].[S:3]1[CH2:4][C:5](=[S:13])[NH:6][c:7]2[c:8]1[cH:9][cH:10][cH:11][cH:12]2>>[S:3]1[CH2:4][C:5]([S:13][CH3:14])=[N:6][c:7]2[c:8]1[cH:9][cH:10][cH:11][cH:12]2. The reactants are C(C)(C)(C)N1N=C(C=C1C=1SC=CC1)CCC=O (3-(1-tert-butyl-5-(thiophene-2-yl)-1H-pyrazol-3-yl)propanal), [BH-](OC(=O)C)(OC(=O)C)OC(=O)C.[Na+] (NaBH(OAc)3), FC1=C(C=CC=C1)N1CCNCC1 (1-(2-fluorophenyl)piperazine), CCN(C(C)C)C(C)C (DIPEA). Yields the product C(C)(C)(C)N1N=C(C=C1C=1SC=CC1)CCCN1CCN(CC1)C1=C(C=CC=C1)F (1-(3-(1-tert-butyl-5-(thiophene-2-yl)-1H-pyrazol-3-yl)propyl)-4-(2-fluorophenyl)piperazine). RXN SMILES: [C:1]([N:5]1[C:9]([C:10]2[S:11][CH:12]=[CH:13][CH:14]=2)=[CH:8][C:7]([CH2:15][CH2:16][CH:17]=O)=[N:6]1)([CH3:4])([CH3:3])[CH3:2].[F:19][C:20]1[CH:25]=[CH:24][CH:23]=[CH:22][C:21]=1[N:26]1[CH2:31][CH2:30][NH:29][CH2:28][CH2:27]1.CCN(C(C)C)C(C)C.[BH-](OC(C)=O)(OC(C)=O)OC(C)=O.[Na+]>>[C:1]([N:5]1[C:9]([C:10]2[S:11][CH:12]=[CH:13][CH:14]=2)=[CH:8][C:7]([CH2:15][CH2:16][CH2:17][N:29]2[CH2:28][CH2:27][N:26]([C:21]3[CH:22]=[CH:23][CH:24]=[CH:25][C:20]=3[F:19])[CH2:31][CH2:30]2)=[N:6]1)([CH3:4])([CH3:3])[CH3:2] |f:3.4|. Procedure: 77 mg (73%) of target compound was obtained by using a method same as in Example 1 by using 3-(1-tert-butyl-5-(thiophene-2-yl)-1H-pyrazol-3-yl)propanal (50 mg, 0.191 mmol), 1-(2-fluorophenyl)piperazine (34 mg, 0.191 mmol), DIPEA (0.050 mL, 0.287 mmol) and NaBH(OAc)3 (121 mg, 0.573 mmol). The reactants are C(C)OC(CN1C=CC2=CC=C(C=C12)OCC=1C(=NC(=NC1C)C1=CC=C(C=C1)C(F)(F)F)CCOC)=O ({6-[4-(2-methoxy-ethyl)-6-methyl-2-(4-trifluoromethyl-phenyl)-pyrimidin-5-ylmethoxy]-indol-1-yl}-acetic acid ethyl ester), [Li+].[OH-] (LiOH). The product is COCCC1=NC(=NC(=C1COC1=CC=C2C=CN(C2=C1)CC(=O)O)C)C1=CC=C(C=C1)C(F)(F)F ({6-[4-(2-Methoxy-ethyl)-6-methyl-2-(4-trifluoromethyl-phenyl)-pyrimidin-5-ylmethoxy]-indol-1-yl}-acetic acid). As a reaction SMILES: C([O:3][C:4](=[O:38])[CH2:5][N:6]1[C:14]2[C:9](=[CH:10][CH:11]=[C:12]([O:15][CH2:16][C:17]3[C:18]([CH2:34][CH2:35][O:36][CH3:37])=[N:19][C:20]([C:24]4[CH:29]=[CH:28][C:27]([C:30]([F:33])([F:32])[F:31])=[CH:26][CH:25]=4)=[N:21][C:22]=3[CH3:23])[CH:13]=2)[CH:8]=[CH:7]1)C.[Li+].[OH-]>>[CH3:37][O:36][CH2:35][CH2:34][C:18]1[C:17]([CH2:16][O:15][C:12]2[CH:13]=[C:14]3[C:9]([CH:8]=[CH:7][N:6]3[CH2:5][C:4]([OH:38])=[O:3])=[CH:10][CH:11]=2)=[C:22]([CH3:23])[N:21]=[C:20]([C:24]2[CH:25]=[CH:26][C:27]([C:30]([F:33])([F:31])[F:32])=[CH:28][CH:29]=2)[N:19]=1 |f:1.2|. Procedure: In analogy to the procedure described in example 5g], {6-[4-(2-methoxy-ethyl)-6-methyl-2-(4-trifluoromethyl-phenyl)-pyrimidin-5-ylmethoxy]-indol-1-yl}-acetic acid ethyl ester was treated with LiOH to obtain the title compound as colorless solid. Reactants: CC(=O)Br, CCCCC(NC(=O)C(C)NC(=O)C(NC(=O)c1ccccc1)C(C)C)C(=O)O, O=C(O)c1c(F)c(F)c(F)c(F)c1F. Yields the product CC(=O)OC(=O)c1c(F)c(F)c(F)c(F)c1F, CCCCC(NC(=O)C(C)NC(=O)C(NC(=O)c1ccccc1)C(C)C)C(=O)O. Reaction SMILES: [Br:1][C:2](=[O:3])[CH3:4].[C:5]([c:6]1[cH:7][cH:8][cH:9][cH:10][cH:11]1)(=[O:12])[NH:13][CH:14]([CH:15]([CH3:16])[CH3:17])[C:18](=[O:19])[NH:20][CH:21]([CH3:22])[C:23](=[O:24])[NH:25][CH:26]([CH2:27][CH2:28][CH2:29][CH3:30])[C:31](=[O:32])[OH:33].[F:34][c:35]1[c:36]([C:37](=[O:38])[OH:39])[c:40]([F:47])[c:41]([F:46])[c:42]([F:45])[c:43]1[F:44]>>[C:2](=[O:3])([CH3:4])[O:39][C:37]([c:36]1[c:35]([F:34])[c:43]([F:44])[c:42]([F:45])[c:41]([F:46])[c:40]1[F:47])=[O:38].[C:5]([c:6]1[cH:7][cH:8][cH:9][cH:10][cH:11]1)(=[O:12])[NH:13][CH:14]([CH:15]([CH3:16])[CH3:17])[C:18](=[O:19])[NH:20][CH:21]([CH3:22])[C:23](=[O:24])[NH:25][CH:26]([CH2:27][CH2:28][CH2:29][CH3:30])[C:31](=[O:32])[OH:33]. Reactants: C(C)(=O)OCC (ethyl acetate), C1(=CC=CC=C1)C=1N=C(NC1C1=CC=CC=C1)SCCCCCNCCCCCCC (N-[5-(4,5-diphenyl-1H-imidazol-2-ylthio)pentyl]-1-heptanamine), N1=C(C=CC=C1)N(C(=O)N)S(=O)(=O)C1=CC=C(C)C=C1 (pyridyltosylurea). The solvent is C1(=CC=CC=C1)OC1=CC=CC=C1 (diphenyl ether). Reaction conditions: temperature 180 celsius, time 30 minute. Yields the product C1(=CC=CC=C1)C=1N=C(NC1C1=CC=CC=C1)SC(CCCCNC(=O)NC1=NC=CC=C1)CC (5-(4,5-diphenyl-1H-imidazol-2-ylthio]-N-heptyl-N'-(2-pyridinyl)-urea). Reaction SMILES: [C:1]1([C:7]2[N:8]=[C:9]([S:18][CH2:19][CH2:20][CH2:21][CH2:22][CH2:23]NCCCCCCC)[NH:10][C:11]=2[C:12]2[CH:17]=[CH:16][CH:15]=[CH:14][CH:13]=2)[CH:6]=[CH:5][CH:4]=[CH:3][CH:2]=1.[N:32]1[CH:37]=[CH:36][CH:35]=[CH:34][C:33]=1[N:38](S(C1C=CC(C)=CC=1)(=O)=O)[C:39]([NH2:41])=[O:40].C(O[CH2:56][CH3:57])(=O)C>C1(OC2C=CC=CC=2)C=CC=CC=1>[C:1]1([C:7]2[N:8]=[C:9]([S:18][CH:19]([CH2:56][CH3:57])[CH2:20][CH2:21][CH2:22][CH2:23][NH:41][C:39]([NH:38][C:33]3[CH:34]=[CH:35][CH:36]=[CH:37][N:32]=3)=[O:40])[NH:10][C:11]=2[C:12]2[CH:13]=[CH:14][CH:15]=[CH:16][CH:17]=2)[CH:2]=[CH:3][CH:4]=[CH:5][CH:6]=1. Procedure: A mixture of N-[5-(4,5-diphenyl-1H-imidazol-2-ylthio)pentyl]-1-heptanamine (4.35 g; 0.01 mol) and pyridyltosylurea (3.2 g; 0.011 mol; Frigola Conatansa, Jordi; ES 534,782) in diphenyl ether (35 mLs) was stirred under nitrogen at 180° C. for 30 minutes. The cooled solution was chromatographed with 1:1 hexane:ethyl acetate to give the title compound (4.03 g; 0.0073 mol) as an orange oil. 1H NMR (CDCl3) δ 8.15-8.05(m, 1H), 7.9(d, 1H, J=8.4 Hz), 7.6-7.4(m, 5H), 7.3-7.1 (m, 8H), 6.9-6.8 (m, 1H), 3.32... Run at time 1 hour. The reactants are C(CCC)C1(CCC(CC1)C=1NC2=CC=C(C=C2C1C)F)N(C)C (1-Butyl-4-(5-fluoro-3-methyl-1H-indol-2-yl)-N,N-dimethylcyclohexanamine), [Si](C)(C)(C)Cl (Me3SiCl). RXN SMILES: [CH2:1]([C:5]1([N:22]([CH3:24])[CH3:23])[CH2:10][CH2:9][CH:8]([C:11]2[NH:12][C:13]3[C:18]([C:19]=2[CH3:20])=[CH:17][C:16]([F:21])=[CH:15][CH:14]=3)[CH2:7][CH2:6]1)[CH2:2][CH2:3][CH3:4].[Si]([Cl:29])(C)(C)C>CC(CC)=O>[ClH:29].[CH2:1]([C:5]1([N:22]([CH3:24])[CH3:23])[CH2:10][CH2:9][CH:8]([C:11]2[NH:12][C:13]3[C:18]([C:19]=2[CH3:20])=[CH:17][C:16]([F:21])=[CH:15][CH:14]=3)[CH2:7][CH2:6]1)[CH2:2][CH2:3][CH3:4] |f:3.4|. Reported procedure: 1-Butyl-4-(5-fluoro-3-methyl-1H-indol-2-yl)-N,N-dimethylcyclohexanamine (266 mg, 0.8 mmol) was dissolved in ethyl methyl ketone (30 ml). Me3SiCl (20.5 μl, 1.6 mmol) was then added dropwise at RT and the mixture was stirred for 1 h. A white precipitate precipitated out. The precipitate was filtered off with suction, washed with ethyl methyl ketone (2×5 ml) and then dried. Example 79 (193 mg, m.p. 255-265° C., 61%) was a white solid Run in CC(=O)CC (ethyl methyl ketone). Product: Cl.C(CCC)C1(CCC(CC1)C=1NC2=CC=C(C=C2C1C)F)N(C)C (1-Butyl-4-(5-fluoro-3-methyl-1H-indol-2-yl)-N,N-dimethylcyclohexanamine hydrochloride). Reactants: CCCN(CCCOc1ccc2c(c1)CCC2CC(=O)OCC)c1ccc(C#N)cn1, [CH2]C, CCNCC, CN(C)C=O, S. Product: CCCN(CCCOc1ccc2c(c1)CCC2CC(=O)OCC)c1ccc(C(N)=S)cn1. Reaction SMILES: [C:3](#[N:4])[c:5]1[cH:6][cH:7][c:8]([N:11]([CH2:12][CH2:13][CH2:14][O:15][c:16]2[cH:17][c:18]3[c:22]([cH:23][cH:24]2)[CH:21]([CH2:25][C:26](=[O:27])[O:28][CH2:29][CH3:30])[CH2:20][CH2:19]3)[CH2:31][CH2:32][CH3:33])[n:9][cH:10]1.[CH2:1][CH3:2].[CH2:35]([NH:36][CH2:37][CH3:38])[CH3:39].[O:40]=[CH:41][N:42]([CH3:43])[CH3:44].[SH2:34]>>[C:3]([NH2:4])([c:5]1[cH:6][cH:7][c:8]([N:11]([CH2:12][CH2:13][CH2:14][O:15][c:16]2[cH:17][c:18]3[c:22]([cH:23][cH:24]2)[CH:21]([CH2:25][C:26](=[O:27])[O:28][CH2:29][CH3:30])[CH2:20][CH2:19]3)[CH2:31][CH2:32][CH3:33])[n:9][cH:10]1)=[S:34].